This data is from the Open Reaction Database (ORD), a public repository of structured organic reaction records. The task is: describe an organic reaction: reactants, conditions, products, and yield Starting materials: CO, Fc1ccc(CBr)cc1, Nc1ncccc1-c1cc(Cc2ccc(O)cc2)no1, [Na+], [OH-]. Product: Nc1ncccc1-c1cc(Cc2ccc(OCc3ccc(F)cc3)cc2)no1. Reaction SMILES: [CH3:32][OH:33].[F:23][c:24]1[cH:25][cH:26][c:27]([CH2:28][Br:29])[cH:30][cH:31]1.[NH2:1][c:2]1[n:3][cH:4][cH:5][cH:6][c:7]1-[c:8]1[cH:9][c:10]([CH2:13][c:14]2[cH:15][cH:16][c:17]([OH:20])[cH:18][cH:19]2)[n:11][o:12]1.[Na+:22].[OH-:21]>>[NH2:1][c:2]1[n:3][cH:4][cH:5][cH:6][c:7]1-[c:8]1[cH:9][c:10]([CH2:13][c:14]2[cH:15][cH:16][c:17]([O:20][CH2:28][c:27]3[cH:26][cH:25][c:24]([F:23])[cH:31][cH:30]3)[cH:18][cH:19]2)[n:11][o:12]1. The reactants are CCO, C=Cc1ccc(NC(=O)C(C)(C)C)nc1. Product: CCc1ccc(NC(=O)C(C)(C)C)nc1. As a reaction SMILES: [CH3:16][CH2:17][OH:18].[CH:1](=[CH2:2])[c:3]1[cH:4][cH:5][c:6]([NH:9][C:10]([C:11]([CH3:12])([CH3:13])[CH3:14])=[O:15])[n:7][cH:8]1>>[CH2:1]([CH3:2])[c:3]1[cH:4][cH:5][c:6]([NH:9][C:10]([C:11]([CH3:12])([CH3:13])[CH3:14])=[O:15])[n:7][cH:8]1. Starting materials: O=C([O-])[O-], O=C(NC1Cc2ccc(CO)cc2C1)OCc1ccccc1, ClCCl, OCc1c[nH]nc1C(F)(F)F, [K+], [K+], CN(C)C=O, O=S(Cl)Cl. The product is O=C(NC1Cc2ccc(Cn3cc(CO)c(C(F)(F)F)n3)cc2C1)OCc1ccccc1. RXN SMILES: [C:27](=[O:28])([O-:29])[O-:30].[CH2:1]([c:2]1[cH:3][cH:4][cH:5][cH:6][cH:7]1)[O:8][C:9]([NH:10][CH:11]1[CH2:12][c:13]2[cH:14][cH:15][c:16]([CH2:20][OH:21])[cH:17][c:18]2[CH2:19]1)=[O:22].[Cl:44][CH2:45][Cl:46].[F:33][C:34]([c:35]1[n:36][nH:37][cH:38][c:39]1[CH2:40][OH:41])([F:42])[F:43].[K+:31].[K+:32].[O:47]=[CH:48][N:49]([CH3:50])[CH3:51].[S:23]([Cl:24])([Cl:25])=[O:26]>>[CH2:1]([c:2]1[cH:3][cH:4][cH:5][cH:6][cH:7]1)[O:8][C:9]([NH:10][CH:11]1[CH2:12][c:13]2[cH:14][cH:15][c:16]([CH2:20][n:37]3[n:36][c:35]([C:34]([F:33])([F:42])[F:43])[c:39]([CH2:40][OH:41])[cH:38]3)[cH:17][c:18]2[CH2:19]1)=[O:22]. The reactants are CS(C)=O, CCN(C(C)C)C(C)C, O=C(Nc1nc2cc(Cl)ccc2o1)OCC(Cl)(Cl)Cl, O, c1ccc(-c2nsc(N3CCNCC3)n2)cc1. Yields the product O=C(Nc1nc2cc(Cl)ccc2o1)N1CCN(c2nc(-c3ccccc3)ns2)CC1. RXN SMILES: [CH3:47][S:48](=[O:49])[CH3:50].[CH:37]([N:38]([CH:39]([CH3:40])[CH3:41])[CH2:42][CH3:43])([CH3:44])[CH3:45].[Cl:1][c:2]1[cH:3][cH:4][c:5]2[c:6]([n:7][c:8]([NH:10][C:11]([O:12][CH2:13][C:14]([Cl:15])([Cl:16])[Cl:17])=[O:18])[o:9]2)[cH:19]1.[OH2:46].[c:20]1(-[c:26]2[n:27][s:28][c:29]([N:31]3[CH2:32][CH2:33][NH:34][CH2:35][CH2:36]3)[n:30]2)[cH:21][cH:22][cH:23][cH:24][cH:25]1>>[Cl:1][c:2]1[cH:3][cH:4][c:5]2[c:6]([n:7][c:8]([NH:10][C:11](=[O:18])[N:34]3[CH2:33][CH2:32][N:31]([c:29]4[s:28][n:27][c:26](-[c:20]5[cH:21][cH:22][cH:23][cH:24][cH:25]5)[n:30]4)[CH2:36][CH2:35]3)[o:9]2)[cH:19]1. The reactants are Brc1ccc(C2=CCCC2)cc1, Cc1ccccc1, [H][H]. Product: Brc1ccc(C2CCCC2)cc1. As a reaction SMILES: [Br:1][c:2]1[cH:3][cH:4][c:5]([C:8]2=[CH:9][CH2:10][CH2:11][CH2:12]2)[cH:6][cH:7]1.[CH3:15][c:16]1[cH:17][cH:18][cH:19][cH:20][cH:21]1.[H:13][H:14]>>[Br:1][c:2]1[cH:3][cH:4][c:5]([CH:8]2[CH2:9][CH2:10][CH2:11][CH2:12]2)[cH:6][cH:7]1. Starting materials: CC(=O)Nc1nc(C)c(-c2cc(S(=O)(=O)Cl)sc2Br)s1, CCN(C(C)C)C(C)C, ClCCl, OC1CCCNC1. The product is CC(=O)Nc1nc(C)c(-c2cc(S(=O)(=O)N3CCCC(O)C3)sc2Br)s1. As a reaction SMILES: [C:1]([CH3:2])(=[O:3])[NH:4][c:5]1[s:6][c:7](-[c:11]2[cH:12][c:13]([S:17](=[O:18])(=[O:19])[Cl:20])[s:14][c:15]2[Br:16])[c:8]([CH3:10])[n:9]1.[CH:28]([N:29]([CH2:30][CH3:31])[CH:32]([CH3:33])[CH3:34])([CH3:35])[CH3:36].[Cl:37][CH2:38][Cl:39].[OH:21][CH:22]1[CH2:23][NH:24][CH2:25][CH2:26][CH2:27]1>>[C:1]([CH3:2])(=[O:3])[NH:4][c:5]1[s:6][c:7](-[c:11]2[cH:12][c:13]([S:17](=[O:18])(=[O:19])[N:24]3[CH2:23][CH:22]([OH:21])[CH2:27][CH2:26][CH2:25]3)[s:14][c:15]2[Br:16])[c:8]([CH3:10])[n:9]1. Starting materials: [H-].[Na+] (NaH), ClC1=CC=C(C(=O)N(C)[C@H](CN2CCC(CC2)O)CCC)C=C1 ((S)-4-Chloro-N-(1-(4-hydroxypiperidin-1-yl)pentan-2-yl)-N-methylbenzamide), CI (MeI). Solvent: C1CCOC1 (THF). Reaction conditions: time 5 minute. Product: ClC1=CC=C(C(=O)N(C)[C@H](CN2CCC(CC2)OC)CCC)C=C1 ((S)-4-Chloro-N-(1-(4-methoxypiperidin-1-yl)pentan-2-yl)-N-methylbenzamide). The yield is 50.9%. Reaction SMILES: [H-].[Na+].[Cl:3][C:4]1[CH:25]=[CH:24][C:7]([C:8]([N:10]([C@@H:12]([CH2:21][CH2:22][CH3:23])[CH2:13][N:14]2[CH2:19][CH2:18][CH:17]([OH:20])[CH2:16][CH2:15]2)[CH3:11])=[O:9])=[CH:6][CH:5]=1.[CH3:26]I>C1COCC1>[Cl:3][C:4]1[CH:5]=[CH:6][C:7]([C:8]([N:10]([C@@H:12]([CH2:21][CH2:22][CH3:23])[CH2:13][N:14]2[CH2:19][CH2:18][CH:17]([O:20][CH3:26])[CH2:16][CH2:15]2)[CH3:11])=[O:9])=[CH:24][CH:25]=1 |f:0.1|. Procedure details: NaH (21.24 mg, 0.89 mmol) was added to a solution of (S)-4-chloro-N-(1-(4-hydroxypiperidin-1-yl)pentan-2-yl)-N-methylbenzamide (Example 44) (200 mg, 0.59 mmol) in dry THF (10 mL) at room temperature under N2. After 5 min was MeI (0.037 mL, 0.59 mmol) added. The reaction was stirred overnight and was then quenched by addition of NH3 saturated H2O (2 mL). The resulting solution was evaporated and the remainder was dissolved in EtOAc and poured on an SCX-2 column (5 g). The column was washed with M...